Dataset: the Open Reaction Database (ORD), a public repository of structured organic reaction records. Task: describe an organic reaction: reactants, conditions, products, and yield The reactants are Cl (hydrogen chloride), C(O)([O-])=O.[Na+] (sodium hydrogencarbonate), NC=1SC(=C(N1)C)C1=NC=CC(=C1)C (2-amino-4-methyl-5-(4-methylpyridin-2-yl)-thiazole), CSC=1SCCN1 (2-(methylthio)-2-thiazoline). Solvent: O1CCOCC1 (1,4-dioxane), COC(C)O (methoxyethanol). The product is CC=1N=C(SC1C1=NC=CC(=C1)C)NC=1SCCN1 (2-(4-methyl-5-(4-methylpyridin-2-yl)thiazol-2-ylamino)-2-thiazoline). RXN SMILES: [NH2:1][C:2]1[S:3][C:4]([C:8]2[CH:13]=[C:12]([CH3:14])[CH:11]=[CH:10][N:9]=2)=[C:5]([CH3:7])[N:6]=1.CS[C:17]1[S:18][CH2:19][CH2:20][N:21]=1.Cl.C(=O)([O-])O.[Na+]>COC(O)C.O1CCOCC1>[CH3:7][C:5]1[N:6]=[C:2]([NH:1][C:17]2[S:18][CH2:19][CH2:20][N:21]=2)[S:3][C:4]=1[C:8]1[CH:13]=[C:12]([CH3:14])[CH:11]=[CH:10][N:9]=1 |f:3.4|. Procedure: To a suspension of 2-amino-4-methyl-5-(4-methylpyridin-2-yl)-thiazole and 2-(methylthio)-2-thiazoline (127 mg) in methoxyethanol (2 ml) was added a solution of hydrogen chloride in 1,4-dioxane (4N, 0.23 ml). The mixture was refluxed for 20 hours, poured into a saturated aqueous sodium hydrogencarbonate solution and extracted with ethyl acetate twice. The combined organic layer was washed with brine, dried over sodium sulfate and evaporated under reduced pressure. The residue was purified by colu... The reactants are CC1=C(C(=NO1)C1=CC=CC=C1)CO ((5-methyl-3-phenyl-isoxazol-4-yl)-methanol), ClC=1N=NC(=CC1)I (3-chloro-6-iodopyridazine), ClC=1N=NC(=CC1)Cl (3,6-dichloropyridazine). Yields the product IC=1N=NC(=CC1)OCC=1C(=NOC1C)C1=CC=CC=C1 (3-Iodo-6-(5-methyl-3-phenyl-isoxazol-4-ylmethoxy)-pyridazine). Reported procedure: As described for example 1, (5-methyl-3-phenyl-isoxazol-4-yl)-methanol (10.0 g, 53 mmol) was converted using 3-chloro-6-iodopyridazine (Goodman, A. J.; Stanforth, S. P.; Tarbit, B. Tetrahedron 1999, 55, 15067) instead of 3,6-dichloropyridazine to the title compound (16.9 g, 81%) which was contaminated with ca. 20% of 3-chloro-6-(5-methyl-3-phenyl-isoxazol-4-ylmethoxy)-pyridazine. The product was obtained as an off white solid. MS: m/e=394.0 [M+H]+. The yield is 81.0%. Reaction SMILES: [CH3:1][C:2]1[O:6][N:5]=[C:4]([C:7]2[CH:12]=[CH:11][CH:10]=[CH:9][CH:8]=2)[C:3]=1[CH2:13][OH:14].Cl[C:16]1[N:17]=[N:18][C:19]([I:22])=[CH:20][CH:21]=1.ClC1N=NC(Cl)=CC=1>>[I:22][C:19]1[N:18]=[N:17][C:16]([O:14][CH2:13][C:3]2[C:4]([C:7]3[CH:12]=[CH:11][CH:10]=[CH:9][CH:8]=3)=[N:5][O:6][C:2]=2[CH3:1])=[CH:21][CH:20]=1. Starting materials: C(C1=CC=CC=C1)(=O)CC(=O)OCC (ethyl benzoylacetate), C(CBr)Br (1,2-dibromomethane), C([O-])([O-])=O.[K+].[K+] (potassium carbonate). The solvent is C(C)#N (acetonitrile). Product: C(C1=CC=CC=C1)(=O)C1(CC1)C(=O)OCC (ethyl 1-benzoylcyclopropanecarboxylate). Isolated yield 68.3%. As a reaction SMILES: [C:1]([CH2:9][C:10]([O:12][CH2:13][CH3:14])=[O:11])(=[O:8])[C:2]1[CH:7]=[CH:6][CH:5]=[CH:4][CH:3]=1.[CH2:15](Br)[CH2:16]Br.C(=O)([O-])[O-].[K+].[K+]>C(#N)C>[C:1]([C:9]1([C:10]([O:12][CH2:13][CH3:14])=[O:11])[CH2:16][CH2:15]1)(=[O:8])[C:2]1[CH:7]=[CH:6][CH:5]=[CH:4][CH:3]=1 |f:2.3.4|. Procedure: To 1370 ml of acetonitrile were added ethyl benzoylacetate (49.9 g, 0.26 mol), 1,2-dibromomethane (48.8 g, 0.26 g) and anhydrous potassium carbonate (143.6 g, 1.04 mol) and the mixture was stirred under reflux for 18 h. After cooling, the reaction mixture was filtrated and concentrated. The residual solution (56.3 g) was purified by silica gel column chromatography (ethyl acetate/hexane=1/5) to give the title compound (38.7 g) as a colorless oil (yield 68%). Starting materials: COC(=O)C1(CCCc2c(F)cnc3ccc(OC)cc23)CN(C(=O)[O-])CCO1, C1COCCO1. Yields the product COC(=O)C1(CCCc2c(F)cnc3ccc(OC)cc23)CNCCO1. Reaction SMILES: [F:1][c:2]1[cH:3][n:4][c:5]2[cH:6][cH:7][c:8]([O:28][CH3:29])[cH:9][c:10]2[c:11]1[CH2:12][CH2:13][CH2:14][C:15]1([C:24](=[O:25])[O:26][CH3:27])[O:16][CH2:17][CH2:18][N:19]([C:21]([O-:22])=[O:23])[CH2:20]1.[O:30]1[CH2:31][CH2:32][O:33][CH2:34][CH2:35]1>>[F:1][c:2]1[cH:3][n:4][c:5]2[cH:6][cH:7][c:8]([O:28][CH3:29])[cH:9][c:10]2[c:11]1[CH2:12][CH2:13][CH2:14][C:15]1([C:24](=[O:25])[O:26][CH3:27])[O:16][CH2:17][CH2:18][NH:19][CH2:20]1. Starting materials: C(C)(=O)O (acetic acid), CC=1NC2=CC=C(C=C2C1CC(=O)OC)OC (methyl [2-methyl-5-(methyloxy)-1H-indol-3-yl]acetate), BrBr (bromine), C(O)([O-])=O.[Na+] (sodium hydrogen carbonate). Run in O (water). Run at time 1 hour. Yields the product BrC1=C2C(=C(NC2=CC=C1OC)C)CC(=O)OC (methyl [4-bromo-2-methyl-5-(methyloxy)-1H-indol-3-yl]acetate). RXN SMILES: C(O)(=O)C.[CH3:5][C:6]1[NH:7][C:8]2[C:13]([C:14]=1[CH2:15][C:16]([O:18][CH3:19])=[O:17])=[CH:12][C:11]([O:20][CH3:21])=[CH:10][CH:9]=2.[Br:22]Br.C(=O)([O-])O.[Na+]>O>[Br:22][C:12]1[C:11]([O:20][CH3:21])=[CH:10][CH:9]=[C:8]2[C:13]=1[C:14]([CH2:15][C:16]([O:18][CH3:19])=[O:17])=[C:6]([CH3:5])[NH:7]2 |f:3.4|. Reported procedure: To an acetic acid (12 mL) solution of methyl [2-methyl-5-(methyloxy)-1H-indol-3-yl]acetate (300 mg), bromine (206 mg) was added and the mixture was stirred at room temperature for one hour. To the reaction mixture, water and an aqueous saturated sodium hydrogen carbonate solution were added, followed by extraction with ethyl acetate. The organic layer was washed in turn with an aqueous saturated sodium hydrogen carbonate solution, water and saturated saline, dried over anhydrous sodium sulfate a... The reactants are C1CCOC1, [N-]=[N+]=NCCCc1cn(S(=O)(=O)c2c(Cl)nc3sccn23)c2ccc(F)cc12, O, c1ccc(P(c2ccccc2)c2ccccc2)cc1. Yields the product NCCCc1cn(S(=O)(=O)c2c(Cl)nc3sccn23)c2ccc(F)cc12. As a reaction SMILES: [CH2:49]1[O:50][CH2:51][CH2:52][CH2:53]1.[N:1](=[N+:2]=[N-:3])[CH2:4][CH2:5][CH2:6][c:7]1[cH:8][n:9]([S:17](=[O:18])(=[O:19])[c:20]2[c:21]([Cl:28])[n:22][c:23]3[s:24][cH:25][cH:26][n:27]23)[c:10]2[cH:11][cH:12][c:13]([F:16])[cH:14][c:15]12.[OH2:48].[c:29]1([P:30]([c:31]2[cH:32][cH:33][cH:34][cH:35][cH:36]2)[c:37]2[cH:38][cH:39][cH:40][cH:41][cH:42]2)[cH:43][cH:44][cH:45][cH:46][cH:47]1>>[NH2:1][CH2:4][CH2:5][CH2:6][c:7]1[cH:8][n:9]([S:17](=[O:18])(=[O:19])[c:20]2[c:21]([Cl:28])[n:22][c:23]3[s:24][cH:25][cH:26][n:27]23)[c:10]2[cH:11][cH:12][c:13]([F:16])[cH:14][c:15]12. Reactants: C(C)ONC(CC)=C1C(CC(CC1=O)(C)C)=O (2-[1-(N-ethoxyamino)propylidene]-5,5-dimethylcyclohexane-1,3-dione), ClC1=CC=C(C(=O)Cl)C=C1 (4-chlorobenzoylchloride). Run in C(Cl)(Cl)Cl (chloroform). Product: ClC1=CC=C(C(=O)OC2=C(C(CC(C2)(C)C)=O)C(CC)=NOCC)C=C1 (3-(4-chlorobenzoyloxy)-2-(N-ethoxypropionimidoyl)-5,5-dimethyl-2-cyclohexene-1-one). As a reaction SMILES: [CH2:1]([O:3][NH:4][C:5](=[C:8]1[C:13](=[O:14])[CH2:12][C:11]([CH3:16])([CH3:15])[CH2:10][C:9]1=[O:17])[CH2:6][CH3:7])[CH3:2].[Cl:18][C:19]1[CH:27]=[CH:26][C:22]([C:23](Cl)=[O:24])=[CH:21][CH:20]=1>C(Cl)(Cl)Cl>[Cl:18][C:19]1[CH:27]=[CH:26][C:22]([C:23]([O:17][C:9]2[CH2:10][C:11]([CH3:15])([CH3:16])[CH2:12][C:13](=[O:14])[C:8]=2[C:5](=[N:4][O:3][CH2:1][CH3:2])[CH2:6][CH3:7])=[O:24])=[CH:21][CH:20]=1. Procedure details: The same reaction procedures as Example 1 were carried out by using 2.4 g of 2-[1-(N-ethoxyamino)propylidene]-5,5-dimethylcyclohexane-1,3-dione and 1.75 g of 4-chlorobenzoylchloride, and chloroform was distilled off under reduced pressure and thereby the desired product as a white crystal was obtained after recrystallization the residual material from n-hexane. Procedure details: The title compound was prepared by substituting 2-phenylacetaldehyde for 3-(trifluoromethyl)benzaldehyde and 3-methyl-N-[(3aR,4S,6aS)-octahydrocyclopenta[c]pyrrol-4-yl]-2-phenylbutanamide from Example 83 Step A for 2,2-dicyclohexyl-N-[(3aS,4S,6aR)-octahydrocyclopenta[c]pyrrol-4-yl]acetamide in the procedure described for Example 54: 1H NMR (500 MHz, pyridine-d5) δ ppm 8.57 (dd, J=5.2, 12.0, 1H), 7.65 (t, J=7.1, 2H), 7.38-7.23 (m, 8H), 4.40-4.29 (m, 1H), 3.23 (d, J=10.5, 1H), 3.00 (dd, J=2.6, 9.0... Yields the product CC(C(C(=O)N[C@H]1CC[C@@H]2CN(C[C@@H]21)CCC2=CC=CC=C2)C2=CC=CC=C2)C (3-methyl-2-phenyl-N-[(3aR,4S,6aS)-2-(2-phenylethyl)octahydrocyclopenta[c]pyrrol-4-yl]butanamide). Starting materials: FC(C=1C=C(C=O)C=CC1)(F)F (3-(trifluoromethyl)benzaldehyde), CC(C(C(=O)N[C@H]1CC[C@@H]2CNC[C@@H]21)C2=CC=CC=C2)C (3-Methyl-N-[(3aR,4S,6aS)-octahydrocyclopenta[c]pyrrol-4-yl]-2-phenylbutanamide), C1(CCCCC1)C(C(=O)N[C@H]1CC[C@H]2CNC[C@H]21)C2CCCCC2 (2,2-dicyclohexyl-N-[(3aS,4S,6aR)-octahydrocyclopenta[c]pyrrol-4-yl]acetamide). As a reaction SMILES: FC(F)(F)C1C=C(C=CC=1)C=O.[CH3:13][CH:14]([CH3:33])[CH:15]([C:27]1[CH:32]=[CH:31][CH:30]=[CH:29][CH:28]=1)[C:16]([NH:18][C@@H:19]1[C@@H:26]2[C@@H:22]([CH2:23][NH:24][CH2:25]2)[CH2:21][CH2:20]1)=[O:17].[CH:34]1([CH:40](C2CCCCC2)[C:41](N[C@@H]2[C@H]3[C@H](CNC3)CC2)=O)[CH2:39][CH2:38][CH2:37][CH2:36][CH2:35]1>>[CH3:13][CH:14]([CH3:33])[CH:15]([C:27]1[CH:28]=[CH:29][CH:30]=[CH:31][CH:32]=1)[C:16]([NH:18][C@@H:19]1[C@@H:26]2[C@@H:22]([CH2:23][N:24]([CH2:41][CH2:40][C:34]3[CH:39]=[CH:38][CH:37]=[CH:36][CH:35]=3)[CH2:25]2)[CH2:21][CH2:20]1)=[O:17]. Starting materials: COC([C@H]1N(CCC1)CC=1C2=CC=C(C=C2C=2C=C3C(=CC2C1)OCO3)OCC3=CC=CC=C3)=O (N-(2,3-Methylenedioxy-6-benzyloxy-phenanthr-9-ylmethyl)-L-proline methyl ester), N (NH3). Product: C1OC2=CC=3C=C(C4=CC=C(C=C4C3C=C2O1)OCC1=CC=CC=C1)CN1[C@H](C(=O)O)CCC1 (N-(2,3-Methylenedioxy-6-benzyloxy-phenanthr-9-ylmethyl)-L-proline). As a reaction SMILES: C[O:2][C:3](=[O:35])[C@@H:4]1[CH2:8][CH2:7][CH2:6][N:5]1[CH2:9][C:10]1[C:11]2[C:16]([C:17]3[CH:18]=[C:19]4[O:26][CH2:25][O:24][C:20]4=[CH:21][C:22]=3[CH:23]=1)=[CH:15][C:14]([O:27][CH2:28][C:29]1[CH:34]=[CH:33][CH:32]=[CH:31][CH:30]=1)=[CH:13][CH:12]=2.N>>[CH2:25]1[O:26][C:19]2[C:20](=[CH:21][C:22]3[CH:23]=[C:10]([CH2:9][N:5]4[CH2:6][CH2:7][CH2:8][C@H:4]4[C:3]([OH:35])=[O:2])[C:11]4[C:16]([C:17]=3[CH:18]=2)=[CH:15][C:14]([O:27][CH2:28][C:29]2[CH:30]=[CH:31][CH:32]=[CH:33][CH:34]=2)=[CH:13][CH:12]=4)[O:24]1. Procedure details: General procedure e from 17 (100%); white powder; mp 147-149° C.; 1H NMR (400.13 MHz) δ 8.11 (d, J=4 Hz, 1H), 7.84 (d, J=2 Hz, 1H), 7.75 (s, 1H), 7.42 (s, 1H), 7.40 (d, J=4 Hz, 2H), 7.30 (t, J=4 Hz, 2H), 7.27 (m, 1H), 7.23 (dd, J=4 Hz, 2 Hz, 1H), 7.14 (s, 1H), 6.01 (s, 2H), 5.16 (s, 2H), 4.30 (s, 2H), 3.24 (m, 1H), 2.48 (m, 2H), 2.0 (m, 2H), 1.68 (m, 2H); MS (DCI/NH3) m/e: 456 (M+H)+. Anal. (C28H25O5N.1.0H2O) C, H, N.